This data is from the Open Reaction Database (ORD), a public repository of structured organic reaction records. The task is: describe an organic reaction: reactants, conditions, products, and yield Starting materials: C([O-])([O-])=O.[Na+].[Na+] (Sodium Carbonate), Cl.NCCOC1=CC(=C(C(=O)O)C=C1)O (4-(2-Aminoethoxy)-2-hydroxybenzoic acid, hydrochloride), CC(=O)C.O (acetone water), C1CC(=O)N(C1=O)OC(=O)OCC2C3=CC=CC=C3C4=CC=CC=C24 (Fmoc-Osu). The solvent is CC(=O)C (acetone). Reaction conditions: time 18 hour. The product is C1=C(C=CC=2C3=CC=CC=C3CC12)COC(=O)NCCOC1=CC(=C(C(=O)O)C=C1)O (4-[(2-fluorenylmethyloxycarbonylamino)ethoxy]-2-hydroxybenzoic acid). RXN SMILES: Cl.[NH2:2][CH2:3][CH2:4][O:5][C:6]1[CH:14]=[CH:13][C:9]([C:10]([OH:12])=[O:11])=[C:8]([OH:15])[CH:7]=1.[C:16](=[O:19])([O-])[O-:17].[Na+].[Na+].C1C(=O)N(OC(O[CH2:33][CH:34]2[C:46]3[C:41](=[CH:42][CH:43]=[CH:44]C=3)[C:40]3[C:35]2=[CH:36][CH:37]=C[CH:39]=3)=O)C(=O)C1.[CH3:47][C:48](C)=O.O>CC(C)=O>[CH:33]1[C:34]2[CH2:46][C:41]3[C:40](=[CH:39][CH:44]=[CH:43][CH:42]=3)[C:35]=2[CH:36]=[CH:37][C:47]=1[CH2:48][O:17][C:16]([NH:2][CH2:3][CH2:4][O:5][C:6]1[CH:14]=[CH:13][C:9]([C:10]([OH:12])=[O:11])=[C:8]([OH:15])[CH:7]=1)=[O:19] |f:0.1,2.3.4,6.7|. Reported procedure: The Amino acid (14) (1.864 g; 8 mmol) from Step 2 was dissolved in 1:1 acetone—water (50 mL) containing Sodium Carbonate (1.696 g; 16 mmol). To the solution was added Fmoc-Osu (2.696 g; 8 mmol) in acetone (25 mL) dropwise at room temperature. The solution was stirred at room temperature for 18 h. The reaction mixture was concentrated and the residue was dissolved in water and extracted with ether (2×50 mL). The aqueous layer was cooled in an ice bath and acidified with 6N HCl to pH 3. The solid ... Reactants: O1C(CCCC1)OCCC#C (3-butyn-1-yl tetrahydropyranyl ether), C(CCC)[Li] (n-butyllithium), BrCCCCCCCCF (8-bromo-1-fluorooctane). Solvent: O1CCCC1 (tetrahydrofuran), CN(C)P(=O)(N(C)C)N(C)C (HMPA). Reaction conditions: temperature -78 celsius, time 1 hour. The product is O1C(CCCC1)OCCC#CCCCCCCCCF (12-fluoro-3-dodecyn-1-yl tetrahydropyranyl ether). The yield is 60.6%. Reaction SMILES: [O:1]1[CH2:6][CH2:5][CH2:4][CH2:3][CH:2]1[O:7][CH2:8][CH2:9][C:10]#[CH:11].C([Li])CCC.Br[CH2:18][CH2:19][CH2:20][CH2:21][CH2:22][CH2:23][CH2:24][CH2:25][F:26]>O1CCCC1.CN(P(N(C)C)(N(C)C)=O)C>[O:1]1[CH2:6][CH2:5][CH2:4][CH2:3][CH:2]1[O:7][CH2:8][CH2:9][C:10]#[C:11][CH2:18][CH2:19][CH2:20][CH2:21][CH2:22][CH2:23][CH2:24][CH2:25][F:26]. Reported procedure: To a solution of 3-butyn-1-yl tetrahydropyranyl ether (0.4815 g, 3.05 mmol) (prepared as in Example 1 above) in dry tetrahydrofuran (15 mL) at -78° C. is added n-butyllithium (3.05 mmol, 2.80 mL of 1.09M n-BuLi in hexane). The resulting yellow mixture is stirred for 1 hour at -78° C., warmed to -5° C. for about 5 min and then a solution of 8-bromo-1-fluorooctane (0.7716 g, 3.65 mmol, 1.2 eq.) in HMPA (10 mL) is added dropwise over 45 minutes (Hendry et al., J. Chem. Ecol., 1, 317, 1975). After t... Reactants: C1CCOC1, CCO, CCOC(=O)C1CCOc2cc(Oc3ccc(C(=O)NCCc4ccc(Cl)cc4)cc3C)c(Cl)cc21, [Na+], [OH-]. Yields the product Cc1cc(C(=O)NCCc2ccc(Cl)cc2)ccc1Oc1cc2c(cc1Cl)C(C(=O)O)CCO2. RXN SMILES: [CH2:39]1[O:40][CH2:41][CH2:42][CH2:43]1.[CH3:44][CH2:45][OH:46].[Cl:1][c:2]1[cH:3][c:4]2[c:9]([cH:10][c:11]1[O:12][c:13]1[c:14]([CH3:31])[cH:15][c:16]([C:19]([NH:20][CH2:21][CH2:22][c:23]3[cH:24][cH:25][c:26]([Cl:29])[cH:27][cH:28]3)=[O:30])[cH:17][cH:18]1)[O:8][CH2:7][CH2:6][CH:5]2[C:32](=[O:33])[O:34][CH2:35][CH3:36].[Na+:38].[OH-:37]>>[Cl:1][c:2]1[cH:3][c:4]2[c:9]([cH:10][c:11]1[O:12][c:13]1[c:14]([CH3:31])[cH:15][c:16]([C:19]([NH:20][CH2:21][CH2:22][c:23]3[cH:24][cH:25][c:26]([Cl:29])[cH:27][cH:28]3)=[O:30])[cH:17][cH:18]1)[O:8][CH2:7][CH2:6][CH:5]2[C:32](=[O:33])[OH:34]. Reaction conditions: temperature 75 celsius, time 40 minute. Solvent: C(C)O (ethanol). Procedure details: A suspension of (1-acetyl-6-bromo-2-ethyl-1,2,3,4-tetrahydro-4-quinolinyl)formamide (for a preparation see intermediate 4) (0.5 g, 1.538 mmol) in ethanol (4 mL) was treated with HCl (5N in water, 1 mL, 5.00 mmol) and the resulting mixture was stirred at 75° C. for 40 min under microwave irradiation then cooled to room temperature and basified with a saturated NaHCO3 aqueous solution (50 mL). The aqueous phase was extracted with AcOEt (3×50 mL). The combined organic phases were dried over MgSO4 t... As a reaction SMILES: [C:1]([N:4]1[C:13]2[C:8](=[CH:9][C:10]([Br:14])=[CH:11][CH:12]=2)[CH:7]([NH:15]C=O)[CH2:6][CH:5]1[CH2:18][CH3:19])(=[O:3])[CH3:2].Cl.C([O-])(O)=O.[Na+]>C(O)C>[C:1]([N:4]1[C:13]2[C:8](=[CH:9][C:10]([Br:14])=[CH:11][CH:12]=2)[C@H:7]([NH2:15])[CH2:6][C@@H:5]1[CH2:18][CH3:19])(=[O:3])[CH3:2] |f:2.3|. The product is C(C)(=O)N1[C@H](C[C@H](C2=CC(=CC=C12)Br)N)CC ((cis)-1-acetyl-6-bromo-2-ethyl-1,2,3,4-tetrahydro-4-quinolinamine). The reactants are C(C)(=O)N1C(CC(C2=CC(=CC=C12)Br)NC=O)CC ((1-acetyl-6-bromo-2-ethyl-1,2,3,4-tetrahydro-4-quinolinyl)formamide), C(=O)(O)[O-].[Na+] (NaHCO3), intermediate 4, Cl (HCl). Yield: 83.0%. Starting materials: diazonium salt, ClC1=C(C(C(=O)O)=CC(=C1)Cl)N (3,5-dichloroanthranilic acid). Run in C(C)O (ethanol). Run at time 15 minute. Yields the product ClC=1C=C(C(=O)O)C=C(C1)Cl (3,5-dichlorobenzoic acid). The yield is 92.0%. RXN SMILES: [Cl:1][C:2]1[CH:10]=[C:9]([Cl:11])[CH:8]=[C:4]([C:5]([OH:7])=[O:6])[C:3]=1N>C(O)C>[Cl:1][C:2]1[CH:3]=[C:4]([CH:8]=[C:9]([Cl:11])[CH:10]=1)[C:5]([OH:7])=[O:6]. Reported procedure: 200 parts of ethanol is slowly added to a solution, heated to 70°C, of the diazonium salt prepared as described in Example 1 from 412 parts of 3,5-dichloroanthranilic acid; elimination of nitrogen immediately takes place with evolution of heat. The mixture is stirred for another 15 minutes and 350 parts (92% of theory) of 3,5-dichlorobenzoic acid having a melting point of 176° to 178°C is isolated as described in Example 1.